This data is from the Open Reaction Database (ORD), a public repository of structured organic reaction records. The task is: describe an organic reaction: reactants, conditions, products, and yield Reactants: C(C)(C)(C)C=1C=C(C(=O)O)C=C(C1O)C(C)(C)C (3,5-di(t-butyl)-4-hydroxybenzoic acid), CNC (dimethylamine), ClCCl (dichloromethane), S(=O)(Cl)Cl (thionyl chloride). Run in CN(C=O)C (N,N-dimethylformamide). Run at time 3 hour. The product is C(C)(C)(C)C=1C=C(C(=O)N(C)C)C=C(C1O)C(C)(C)C (3,5-di(t-butyl)-4-hydroxy-N,N-dimethylbenzamide). Reaction SMILES: [C:1]([C:5]1[CH:6]=[C:7]([CH:11]=[C:12]([C:15]([CH3:18])([CH3:17])[CH3:16])[C:13]=1[OH:14])[C:8](O)=[O:9])([CH3:4])([CH3:3])[CH3:2].ClCCl.S(Cl)(Cl)=O.[CH3:26][NH:27][CH3:28]>CN(C)C=O>[C:1]([C:5]1[CH:6]=[C:7]([CH:11]=[C:12]([C:15]([CH3:18])([CH3:17])[CH3:16])[C:13]=1[OH:14])[C:8]([N:27]([CH3:28])[CH3:26])=[O:9])([CH3:4])([CH3:3])[CH3:2]. Reported procedure: To a stirred solution of 25 g. (0.1 mole) of 3,5-di(t-butyl)-4-hydroxybenzoic acid in 200 ml. of dichloromethane is added 1 ml. of N,N-dimethylformamide and 0.11 mole of thionyl chloride. The mixture is heated at its reflux temperature for 40 minutes, then 0.1 mole of aqueous dimethylamine is added dropwise. The mixture is stirred for three hours and extracted twice with dichloromethane. The dichloromethane extracts are dried then evaporated to provide a residue which is recrystallized from a be...